Dataset: the Open Reaction Database (ORD), a public repository of structured organic reaction records. Task: describe an organic reaction: reactants, conditions, products, and yield The reactants are CNN, CCO, O=S(=O)(O)O, c1ccc2nc(COc3ccc(-c4[nH]ncc4-c4ccncc4)cc3)ccc2c1. Yields the product Cn1cc(-c2ccncc2)c(-c2ccc(OCc3ccc4ccccc4n3)cc2)n1. As a reaction SMILES: [CH3:30][NH:31][NH2:32].[CH3:38][CH2:39][OH:40].[S:33](=[O:34])(=[O:35])([OH:36])[OH:37].[n:1]1[cH:2][cH:3][c:4](-[c:7]2[c:8](-[c:12]3[cH:13][cH:14][c:15]([O:16][CH2:17][c:18]4[n:19][c:20]5[cH:21][cH:22][cH:23][cH:24][c:25]5[cH:26][cH:27]4)[cH:28][cH:29]3)[nH:9][n:10][cH:11]2)[cH:5][cH:6]1>>[n:1]1[cH:2][cH:3][c:4](-[c:7]2[c:8](-[c:12]3[cH:13][cH:14][c:15]([O:16][CH2:17][c:18]4[n:19][c:20]5[cH:21][cH:22][cH:23][cH:24][c:25]5[cH:26][cH:27]4)[cH:28][cH:29]3)[n:9][n:10]([CH3:30])[cH:11]2)[cH:5][cH:6]1. Run in C(C)#N (acetonitrile). Procedure: A solution of 4-nitroimidazole (2,25 g, 19.9 mmol) and 4-cyanobenzyl bromide (3.90 g, 19.9 mmol) in acetonitrile (10 ml) was stirred at 50° C. for 72 hrs. The reaction was allowed to cool to room temperature and diethyl ether (70 ml) was added. The precipitate was removed by filtration and the filtrate partitioned between EtOAc and NaHCO3 solution. The organic extract was dried (MgSO4) and the solvent evaporated in vacuo. The residue was chromatographed (SiO2, 5% MeOH in CH2Cl2) to afford a soli... RXN SMILES: [N+:1]([C:4]1[N:5]=[CH:6][NH:7][CH:8]=1)([O-:3])=[O:2].[C:9]([C:11]1[CH:18]=[CH:17][C:14]([CH2:15]Br)=[CH:13][CH:12]=1)#[N:10].C(OCC)C>C(#N)C>[C:9]([C:11]1[CH:18]=[CH:17][C:14]([CH2:15][N:5]2[C:4]([N+:1]([O-:3])=[O:2])=[CH:8][N:7]=[CH:6]2)=[CH:13][CH:12]=1)#[N:10]. The reactants are [N+](=O)([O-])C=1N=CNC1 (4-nitroimidazole), C(#N)C1=CC=C(CBr)C=C1 (4-cyanobenzyl bromide), C(C)OCC (diethyl ether). The product is C(#N)C1=CC=C(CN2C=NC=C2[N+](=O)[O-])C=C1 (1-(4 Cyanobenzyl)-5-nitro-1H-imidazole). Starting materials: Cc1csc(Oc2ccc(CO)cc2)c1, O, BrP(Br)Br. Yields the product Cc1csc(Oc2ccc(CBr)cc2)c1. As a reaction SMILES: [CH3:5][c:6]1[cH:7][c:8]([O:11][c:12]2[cH:13][cH:14][c:15]([CH2:16][OH:17])[cH:18][cH:19]2)[s:9][cH:10]1.[OH2:20].[P:1]([Br:2])([Br:3])[Br:4]>>[Br:2][CH2:16][c:15]1[cH:14][cH:13][c:12]([O:11][c:8]2[cH:7][c:6]([CH3:5])[cH:10][s:9]2)[cH:19][cH:18]1. Reactants: ClCCl, CCOC(=O)C(=O)NCc1cc(-c2cc(C(C)(C)C)c(O)c(C(C)(C)C)c2)no1. Product: CC(C)(C)c1cc(-c2cc(CNC(=O)C(=O)O)on2)cc(C(C)(C)C)c1O. RXN SMILES: [Cl:30][CH2:31][Cl:32].[OH:1][c:2]1[c:3]([C:26]([CH3:27])([CH3:28])[CH3:29])[cH:4][c:5](-[c:12]2[n:13][o:14][c:15]([CH2:17][NH:18][C:19]([C:20](=[O:21])[O:22][CH2:23][CH3:24])=[O:25])[cH:16]2)[cH:6][c:7]1[C:8]([CH3:9])([CH3:10])[CH3:11]>>[OH:1][c:2]1[c:3]([C:26]([CH3:27])([CH3:28])[CH3:29])[cH:4][c:5](-[c:12]2[n:13][o:14][c:15]([CH2:17][NH:18][C:19]([C:20](=[O:21])[OH:22])=[O:25])[cH:16]2)[cH:6][c:7]1[C:8]([CH3:9])([CH3:10])[CH3:11]. Starting materials: Brc1cc(Br)cc(Br)c1, CCCCCC, CCOCC, [Li]CCCC, Cc1cc(C)c(B(F)c2c(C)cc(C)cc2C)c(C)c1. Product: Cc1cc(C)c(B(c2cc(Br)cc(Br)c2)c2c(C)cc(C)cc2C)c(C)c1. RXN SMILES: [Br:6][c:7]1[cH:8][c:9]([Br:14])[cH:10][c:11]([Br:13])[cH:12]1.[CH3:35][CH2:36][CH2:37][CH2:38][CH2:39][CH3:40].[CH3:41][CH2:42][O:43][CH2:44][CH3:45].[Li:1][CH2:2][CH2:3][CH2:4][CH3:5].[c:15]1([CH3:34])[c:16]([B:23]([F:24])[c:25]2[c:26]([CH3:33])[cH:27][c:28]([CH3:32])[cH:29][c:30]2[CH3:31])[c:17]([CH3:22])[cH:18][c:19]([CH3:21])[cH:20]1>>[c:7]1([B:23]([c:16]2[c:15]([CH3:34])[cH:20][c:19]([CH3:21])[cH:18][c:17]2[CH3:22])[c:25]2[c:26]([CH3:33])[cH:27][c:28]([CH3:32])[cH:29][c:30]2[CH3:31])[cH:8][c:9]([Br:14])[cH:10][c:11]([Br:13])[cH:12]1. The reactants are BrCCCSc1nnn[nH]1, O=C([O-])[O-], CC(C)=O, [K+], [K+], Sc1ccccc1. Yields the product c1ccc(SCCCSc2nnn[nH]2)cc1. Reaction SMILES: [Br:8][CH2:9][CH2:10][CH2:11][S:12][c:13]1[n:14][n:15][n:16][nH:17]1.[C:18](=[O:19])([O-:20])[O-:21].[CH3:24][C:25](=[O:26])[CH3:27].[K+:22].[K+:23].[SH:1][c:2]1[cH:3][cH:4][cH:5][cH:6][cH:7]1>>[S:1]([c:2]1[cH:3][cH:4][cH:5][cH:6][cH:7]1)[CH2:9][CH2:10][CH2:11][S:12][c:13]1[n:14][n:15][n:16][nH:17]1. Reactants: NC1=NC(=NC2=C(C(=CC=C12)OC)OC)Cl (4-amino-2-chloro-7,8-dimethoxyquinazoline), S1CNCC1 (thiazolidine). The solvent is ClC1=CC=CC=C1 (chlorobenzene). The product is Cl.S1CN(CC1)C1=NC2=C(C(=CC=C2C(=N1)N)OC)OC (2-(3-Thiazolidinyl)-4-amino-7,8-dimethoxyquinazoline Hydrochloride). RXN SMILES: [NH2:1][C:2]1[C:11]2[C:6](=[C:7]([O:14][CH3:15])[C:8]([O:12][CH3:13])=[CH:9][CH:10]=2)[N:5]=[C:4]([Cl:16])[N:3]=1.[S:17]1[CH2:21][CH2:20][NH:19][CH2:18]1>ClC1C=CC=CC=1>[ClH:16].[S:17]1[CH2:21][CH2:20][N:19]([C:4]2[N:3]=[C:2]([NH2:1])[C:11]3[C:6](=[C:7]([O:14][CH3:15])[C:8]([O:12][CH3:13])=[CH:9][CH:10]=3)[N:5]=2)[CH2:18]1 |f:3.4|. Reported procedure: A mixture of 4.8 g. (0.02 mole) of 4-amino-2-chloro-7,8-dimethoxyquinazoline and 4.5 g. (0.05 mole) of thiazolidine in 50 ml. of chlorobenzene is heated at reflux for 18 hours, cooled to room temperature and the precipitate collected by filtration to give the title compound which was purified by recrystallization. Starting materials: C=O, CCO, COc1cc2c(cc1S(C)(=O)=O)CCNCC2, Cl, [H][H], O=[Pt]. The product is COc1cc2c(cc1S(C)(=O)=O)CCN(C)CC2, Cl. As a reaction SMILES: [CH2:19]=[O:20].[CH3:23][CH2:24][OH:25].[CH3:2][O:3][c:4]1[c:5]([S:15](=[O:16])(=[O:17])[CH3:18])[cH:6][c:7]2[c:8]([cH:14]1)[CH2:9][CH2:10][NH:11][CH2:12][CH2:13]2.[ClH:1].[H:21][H:22].[Pt:26]=[O:27]>>[CH3:2][O:3][c:4]1[c:5]([S:15](=[O:16])(=[O:17])[CH3:18])[cH:6][c:7]2[c:8]([cH:14]1)[CH2:9][CH2:10][N:11]([CH3:19])[CH2:12][CH2:13]2.[ClH:1]. The reactants are O=C1c2ccccc2C(=O)N1CCBr, O=C([O-])[O-], [I-], [K+], [K+], [K+], CN(C)C=O, c1cc(N2CCNCC2)ccn1. The product is O=C1c2ccccc2C(=O)N1CCN1CCN(c2ccncc2)CC1. RXN SMILES: [Br:13][CH2:14][CH2:15][N:16]1[C:17](=[O:26])[c:18]2[c:19]([cH:22][cH:23][cH:24][cH:25]2)[C:20]1=[O:21].[C:27](=[O:28])([O-:29])[O-:30].[I-:34].[K+:31].[K+:32].[K+:33].[O:35]=[CH:36][N:37]([CH3:38])[CH3:39].[n:1]1[cH:2][cH:3][c:4]([N:7]2[CH2:8][CH2:9][NH:10][CH2:11][CH2:12]2)[cH:5][cH:6]1>>[n:1]1[cH:2][cH:3][c:4]([N:7]2[CH2:8][CH2:9][N:10]([CH2:14][CH2:15][N:16]3[C:17](=[O:26])[c:18]4[c:19]([cH:22][cH:23][cH:24][cH:25]4)[C:20]3=[O:21])[CH2:11][CH2:12]2)[cH:5][cH:6]1. Reactants: NC1=C(C(=O)OC(C)(C)C)C=CC(=C1)CCC1=CC=CC=C1 (tert-butyl 2-amino-4-phenethylbenzoate), BrC1=C(C=CC=C1)C(F)(F)F (2-bromobenzotrifluoride), C([O-])([O-])=O.[Cs+].[Cs+] (cesium carbonate), C1(CCCCC1)P(C1=C(C=CC=C1)C1=C(C=C(C=C1C(C)C)C(C)C)C(C)C)C1CCCCC1 (2-dicyclohexylphosphino-2′,4′,6′-triisopropylbiphenyl), C1(CCCCC1)P(C1=C(C=CC=C1)C1=C(C=C(C=C1C(C)C)C(C)C)C(C)C)C1CCCCC1 (2-dicyclohexylphosphino-2′,4′,6′-triisopropylbiphenyl). The reagents and catalysts are C=1C=CC(=CC1)/C=C/C(=O)/C=C/C2=CC=CC=C2.C=1C=CC(=CC1)/C=C/C(=O)/C=C/C2=CC=CC=C2.C=1C=CC(=CC1)/C=C/C(=O)/C=C/C2=CC=CC=C2.[Pd].[Pd] (tris(dibenzylideneacetone)dipalladium(0)), C(C)(=O)[O-].[Pd+2].C(C)(=O)[O-] (palladium acetate), C=1C=CC(=CC1)/C=C/C(=O)/C=C/C2=CC=CC=C2.C=1C=CC(=CC1)/C=C/C(=O)/C=C/C2=CC=CC=C2.C=1C=CC(=CC1)/C=C/C(=O)/C=C/C2=CC=CC=C2.[Pd].[Pd] (tris(dibenzylideneacetone)dipalladium(0)). Solvent: C1(=CC=CC=C1)C (toluene). Reaction conditions: temperature 110 celsius, time 24 hour. Product: C(CC1=CC=CC=C1)C1=CC(=C(C(=O)OC(C)(C)C)C=C1)NC1=C(C=CC=C1)C(F)(F)F (tert-butyl 4-phenethyl-2-(2-(trifluoromethyl)anilino)benzoate). Reaction SMILES: [NH2:1][C:2]1[CH:14]=[C:13]([CH2:15][CH2:16][C:17]2[CH:22]=[CH:21][CH:20]=[CH:19][CH:18]=2)[CH:12]=[CH:11][C:3]=1[C:4]([O:6][C:7]([CH3:10])([CH3:9])[CH3:8])=[O:5].Br[C:24]1[CH:29]=[CH:28][CH:27]=[CH:26][C:25]=1[C:30]([F:33])([F:32])[F:31].C(=O)([O-])[O-].[Cs+].[Cs+].C1(P(C2CCCCC2)C2C=CC=CC=2C2C(C(C)C)=CC(C(C)C)=CC=2C(C)C)CCCCC1>C1C=CC(/C=C/C(/C=C/C2C=CC=CC=2)=O)=CC=1.C1C=CC(/C=C/C(/C=C/C2C=CC=CC=2)=O)=CC=1.C1C=CC(/C=C/C(/C=C/C2C=CC=CC=2)=O)=CC=1.[Pd].[Pd].C([O-])(=O)C.[Pd+2].C([O-])(=O)C.C1(C)C=CC=CC=1>[CH2:15]([C:13]1[CH:12]=[CH:11][C:3]([C:4]([O:6][C:7]([CH3:10])([CH3:9])[CH3:8])=[O:5])=[C:2]([NH:1][C:24]2[CH:29]=[CH:28][CH:27]=[CH:26][C:25]=2[C:30]([F:33])([F:32])[F:31])[CH:14]=1)[CH2:16][C:17]1[CH:18]=[CH:19][CH:20]=[CH:21][CH:22]=1 |f:2.3.4,6.7.8.9.10,11.12.13|. Reported procedure: To toluene 3.0 mL solution of tert-butyl 2-amino-4-phenethylbenzoate 0.10 g were added 2-bromobenzotrifluoride 0.11 mL, cesium carbonate 0.22 g, tris(dibenzylideneacetone)dipalladium(0) 3.0 mg and 2-dicyclohexylphosphino-2′,4′,6′-triisopropylbiphenyl 8.0 mg at room temperature, and it was stirred at 110° C. for 24 hours. After the reaction mixture was cooled to room temperature, palladium acetate 1.5 mg, tris(dibenzylideneacetone)dipalladium(0) 3.0 mg and 2-dicyclohexylphosphino-2′,4′,6′-triisop...